From a dataset of the Open Reaction Database (ORD), a public repository of structured organic reaction records. describe an organic reaction: reactants, conditions, products, and yield The reactants are ClCC(=O)Cl (chloroacetyl chloride), C(CC)C1OC(OC1)CNC1=C(C=CC=C1)OC (N-(4-Propyl-1,3-dioxolan-2-ylmethyl)-2-methoxyaniline), C(C)OCC (diethyl ether), C([O-])([O-])=O.[Na+].[Na+] (sodium carbonate). Run in O (water). Run at temperature 5 celsius, time 1 hour. Product: C(CC)C1OC(OC1)CN(C1=CC=CC=C1)C(C(Cl)OC)=O (N-(4-propyl-1,3-dioxolan-2-ylmethyl)-2-methoxy-α-chloroacetanilide). RXN SMILES: [CH2:1]([CH:4]1[CH2:8][O:7][CH:6]([CH2:9][NH:10][C:11]2[CH:16]=[CH:15][CH:14]=[CH:13][C:12]=2OC)[O:5]1)[CH2:2][CH3:3].[CH2:19]([O:21][CH2:22]C)C.[C:24](=[O:27])([O-])[O-].[Na+].[Na+].[Cl:30]CC(Cl)=O>O>[CH2:1]([CH:4]1[CH2:8][O:7][CH:6]([CH2:9][N:10]([C:24](=[O:27])[CH:19]([O:21][CH3:22])[Cl:30])[C:11]2[CH:12]=[CH:13][CH:14]=[CH:15][CH:16]=2)[O:5]1)[CH2:2][CH3:3] |f:2.3.4|. Procedure: N-(4-Propyl-1,3-dioxolan-2-ylmethyl)-2-methoxyaniline (0.25 mole), diethyl ether (30 ml), sodium carbonate (35.5 grams) and water (50 ml) are charged into a glass reaction vessel equipped with stirrer, thermometer and cooling means. The mixture is cooled to about 5° C. and chloroacetyl chloride (0.28 mole) is added dropwise with stirring. After the addition is completed, stirring is continued for 1 hour. After this time the organic phase is separated from the aqueous phase and is filtered. The f... The reactants are C[Si](C)(C)C1=C(C(N(C(N1)=O)[Si](C)(C)C)=O)F (Bis(trimethylsilyl)-5-fluorouracil), FC=1C(NC(NC1)=O)=O (5-fluorouracil), 2-2,6-dichlorophenyl-1,3-dioxolan, ClC1=C(C=O)C(=CC=C1)Cl (2,6-dichlorobenzaldehyde), C(CO)O (ethylene glycol). The solvent is C(Cl)(Cl)Cl (chloroform). The product is OCCOC(C1=C(C=CC=C1Cl)Cl)N1C(=O)NC(=O)C(=C1)F (1-[α-(2-hydroxyethoxy)-2,6-dichlorobenzyl]-5-fluorouracil). As a reaction SMILES: C[Si]([C:5]1[NH:10][C:9](=[O:11])[N:8]([Si](C)(C)C)[C:7](=[O:16])[C:6]=1[F:17])(C)C.F[C:19]1[C:20](=[O:26])NC(=O)NC=1.[Cl:27][C:28]1[CH:35]=[CH:34][CH:33]=[C:32]([Cl:36])[C:29]=1[CH:30]=[O:31].C(O)CO>C(Cl)(Cl)Cl>[OH:26][CH2:20][CH2:19][O:31][CH:30]([N:10]1[CH:5]=[C:6]([F:17])[C:7](=[O:16])[NH:8][C:9]1=[O:11])[C:29]1[C:28]([Cl:27])=[CH:35][CH:34]=[CH:33][C:32]=1[Cl:36]. Procedure details: Bis(trimethylsilyl)-5-fluorouracil prepared from 5-fluorouracil (10 g), and 2-2,6-dichlorophenyl-1,3-dioxolan (32.0 g) which had been prepared from 2,6-dichlorobenzaldehyde and ethylene glycol were subjected to reaction as in Example 10. Following adding chloroform (100 ml), the reaction mixture was washed twice with a cold saturated NaCl aqueous solution, and then aqueous sodium bicarbonate, and water, and dried over anhydrous magnesium sulfate. The solvent was evaporated off and the residue wa... Reactants: O=C([O-])[O-], C1CNCCN1, ClCCl, [K+], [K+], O=S(=O)(Cl)c1cccc2cnccc12. Product: O=S(=O)(c1cccc2cnccc12)N1CCNCC1. Reaction SMILES: [C:7](=[O:8])([O-:9])[O-:10].[CH2:1]1[CH2:2][NH:3][CH2:4][CH2:5][NH:6]1.[CH2:27]([Cl:28])[Cl:29].[K+:11].[K+:12].[cH:13]1[n:14][cH:15][cH:16][c:17]2[c:18]([S:23](=[O:24])(=[O:25])[Cl:26])[cH:19][cH:20][cH:21][c:22]12>>[CH2:1]1[CH2:2][N:3]([S:23]([c:18]2[c:17]3[cH:16][cH:15][n:14][cH:13][c:22]3[cH:21][cH:20][cH:19]2)(=[O:24])=[O:25])[CH2:4][CH2:5][NH:6]1.